Dataset: the Open Reaction Database (ORD), a public repository of structured organic reaction records. Task: describe an organic reaction: reactants, conditions, products, and yield Starting materials: Cc1ccccc1, COc1cc(N)cc(OC)c1OC, O=C(Cl)CCl. The product is COc1cc(NC(=O)CCl)cc(OC)c1OC. RXN SMILES: [CH3:19][c:20]1[cH:21][cH:22][cH:23][cH:24][cH:25]1.[CH3:1][O:2][c:3]1[cH:4][c:5]([NH2:6])[cH:7][c:8]([O:12][CH3:13])[c:9]1[O:10][CH3:11].[Cl:14][CH2:15][C:16](=[O:17])[Cl:18]>>[CH3:1][O:2][c:3]1[cH:4][c:5]([NH:6][C:16]([CH2:15][Cl:14])=[O:17])[cH:7][c:8]([O:12][CH3:13])[c:9]1[O:10][CH3:11]. The reactants are NC=1C(=NC=CC1)NC1=CC(=CC(=C1)NC(=O)C1=CC2=CC=CC=C2C=C1)C(=O)OC (3-amino-2-[3-methoxycarbonyl-5-(2-naphthoylamino)phenylamino]pyridine), C1(=CC=CC=C1)CC(C(=O)O)=O (3-phenylpyruvic acid). Run in CO (methanol). Product: C(C1=CC=CC=C1)C1=NC2=C(N(C1=O)C1=CC(=CC(=C1)NC(=O)C1=CC3=CC=CC=C3C=C1)C(=O)OC)N=CC=C2 (2-benzyl-4-[3-methoxycarbonyl-5-(2-naphthoylamino)phenyl]-3-oxo-3,4-dihydropyrido[2,3-b]pyrazine). Isolated yield 71.6%. Reaction SMILES: [NH2:1][C:2]1[C:3]([NH:8][C:9]2[CH:14]=[C:13]([NH:15][C:16]([C:18]3[CH:27]=[CH:26][C:25]4[C:20](=[CH:21][CH:22]=[CH:23][CH:24]=4)[CH:19]=3)=[O:17])[CH:12]=[C:11]([C:28]([O:30][CH3:31])=[O:29])[CH:10]=2)=[N:4][CH:5]=[CH:6][CH:7]=1.[C:32]1([CH2:38][C:39](=O)[C:40](O)=[O:41])[CH:37]=[CH:36][CH:35]=[CH:34][CH:33]=1>CO>[CH2:38]([C:39]1[C:40](=[O:41])[N:8]([C:9]2[CH:14]=[C:13]([NH:15][C:16]([C:18]3[CH:27]=[CH:26][C:25]4[C:20](=[CH:21][CH:22]=[CH:23][CH:24]=4)[CH:19]=3)=[O:17])[CH:12]=[C:11]([C:28]([O:30][CH3:31])=[O:29])[CH:10]=2)[C:3]2[N:4]=[CH:5][CH:6]=[CH:7][C:2]=2[N:1]=1)[C:32]1[CH:37]=[CH:36][CH:35]=[CH:34][CH:33]=1. Reported procedure: A mixture of 3-amino-2-[3-methoxycarbonyl-5-(2-naphthoylamino)phenylamino]pyridine (180 mg) and 3-phenylpyruvic acid (86 mg) in methanol (4 ml) was stirred under reflux for 4 hours. The precipitate was collected and washed with methanol to give 2-benzyl-4-[3-methoxycarbonyl-5-(2-naphthoylamino)phenyl]-3-oxo-3,4-dihydropyrido[2,3-b]pyrazine (169 mg). Starting materials: C=CCCC(=O)O, ClCCCl, CCOCC, CCCCC(N)C(=O)OC, Cl, CN(C)C=O, O, On1nnc2ccccc21. The product is C=CCCC(=O)NC(CCCC)C(=O)OC. Reaction SMILES: [C:12]([CH2:13][CH2:14][CH:15]=[CH2:16])(=[O:17])[OH:18].[CH2:19]([Cl:20])[CH2:21][Cl:22].[CH2:39]([O:40][CH2:41][CH3:42])[CH3:43].[CH3:2][O:3][C:4]([CH:5]([NH2:6])[CH2:7][CH2:8][CH2:9][CH3:10])=[O:11].[ClH:1].[O:33]=[CH:34][N:35]([CH3:36])[CH3:37].[OH2:38].[OH:23][n:24]1[c:25]2[c:26]([cH:27][cH:28][cH:29][cH:30]2)[n:31][n:32]1>>[CH3:2][O:3][C:4]([CH:5]([NH:6][C:12]([CH2:13][CH2:14][CH:15]=[CH2:16])=[O:17])[CH2:7][CH2:8][CH2:9][CH3:10])=[O:11]. Yields the product C1(CC1)COC1=C(C=CC=C1OC)/C=C/C=1N=C2N(C(C1I)=O)C=C(S2)C (7-{(E)-2-[2-(Cyclopropylmethoxy)-3-methoxyphenyl]vinyl}-6-iodo-2-methyl-5H-[1,3]thiazolo[3,2-a]pyrimidin-5-one). As a reaction SMILES: [CH:1]1([CH2:4][O:5][C:6]2[C:11]([O:12][CH3:13])=[CH:10][CH:9]=[CH:8][C:7]=2/[CH:14]=[CH:15]/[C:16]2[N:17]=[C:18]3[S:25][C:24]([CH3:26])=[CH:23][N:19]3[C:20](=[O:22])[CH:21]=2)[CH2:3][CH2:2]1.[I:27]N1C(=O)CCC1=O>C(#N)C>[CH:1]1([CH2:4][O:5][C:6]2[C:11]([O:12][CH3:13])=[CH:10][CH:9]=[CH:8][C:7]=2/[CH:14]=[CH:15]/[C:16]2[N:17]=[C:18]3[S:25][C:24]([CH3:26])=[CH:23][N:19]3[C:20](=[O:22])[C:21]=2[I:27])[CH2:3][CH2:2]1. Reported procedure: To a solution of Step 3 intermediate (700 mg, 1.810 mmol) in acetonitrile (10 ml) was added N-iodosuccinimide (641 mg, 2.841 mmol) and reacted according to the procedure described in Step 4, Intermediate 2 to afford 600 mg of the desired compound; 1H NMR (300 MHz, CDCl3) δ 0.31-0.33 (m, 2H), 0.53-0.56 (m, 2H), 1.22 (br s, 1H), 2.43 (s, 3H), 3.76-3.81 (m, 2H), 3.81 (s, 3H), 7.05-7.11 (m, 2H), 7.25-7.28 (m, 1H), 7.51 (d, J=15.6 Hz, 1H), 7.80 (s, 1H), 8.14 (d, J=15.6 Hz, 1H); ESI-MS (m/z) 495.10 (M... Starting materials: Intermediate 2, C1(CC1)COC1=C(C=CC=C1OC)/C=C/C=1N=C2N(C(C1)=O)C=C(S2)C (7-{(E)-2-[2-(Cyclopropylmethoxy)-3-methoxyphenyl]vinyl}-2-methyl-5H-[1,3]-thiazolo[3,2-a]pyrimidin-5-one), intermediate, IN1C(CCC1=O)=O (N-iodosuccinimide). Solvent: C(C)#N (acetonitrile). Starting materials: ClC1=NC(=NC(=C1)C1=CC=CC=C1)C1=CC=CC=C1 (4-chloro-2,6-diphenyl-pyrimidine), NC1=CC=C(C=C1)S(=O)(=O)NC (4-amino-N-methyl-benzenesulfonamide). Solvent: CCCCO (n-BuOH). Conditions: temperature 30 celsius. Yields the product C1(=CC=CC=C1)C1=NC(=CC(=N1)NC1=CC=C(C=C1)S(=O)(=O)NC)C1=CC=CC=C1 (4-(2,6-diphenyl-pyrimidin-4-ylamino)-N-methyl-benzenesulfonamide). The yield is 41.6%. As a reaction SMILES: Cl[C:2]1[CH:7]=[C:6]([C:8]2[CH:13]=[CH:12][CH:11]=[CH:10][CH:9]=2)[N:5]=[C:4]([C:14]2[CH:19]=[CH:18][CH:17]=[CH:16][CH:15]=2)[N:3]=1.[NH2:20][C:21]1[CH:26]=[CH:25][C:24]([S:27]([NH:30][CH3:31])(=[O:29])=[O:28])=[CH:23][CH:22]=1>CCCCO>[C:14]1([C:4]2[N:3]=[C:2]([NH:20][C:21]3[CH:26]=[CH:25][C:24]([S:27]([NH:30][CH3:31])(=[O:29])=[O:28])=[CH:23][CH:22]=3)[CH:7]=[C:6]([C:8]3[CH:13]=[CH:12][CH:11]=[CH:10][CH:9]=3)[N:5]=2)[CH:19]=[CH:18][CH:17]=[CH:16][CH:15]=1. Procedure: To a solution of 4-chloro-2,6-diphenyl-pyrimidine (0.2 g, 0.75 mmol) in n-BuOH (7 mL) was added 4-amino-N-methyl-benzenesulfonamide (0.146 g, 0.78 mmol) and the mixture was stirred at reflux temperature for 72 hours under nitrogen. The mixture was then cooled to temperature in the range of 20-40° C., the solid precipitated was filtered off and dried to give the title compound (0.13 g, 43% yield). Reactants: O=C([O-])[O-], C1COCCN1, CN(C)C=O, COc1cc2c(Oc3ccc(C)cc3C(=O)c3ccccc3)ccnc2cc1OCCCl, [K+], [K+], O. Yields the product COc1cc2c(Oc3ccc(C)cc3C(=O)c3ccccc3)ccnc2cc1OCCN1CCOCC1. As a reaction SMILES: [C:39](=[O:40])([O-:41])[O-:42].[CH2:33]1[CH2:34][O:35][CH2:36][CH2:37][NH:38]1.[CH3:46][N:47]([CH3:48])[CH:49]=[O:50].[Cl:1][CH2:2][CH2:3][O:4][c:5]1[c:6]([O:31][CH3:32])[cH:7][c:8]2[c:9]([O:15][c:16]3[c:17]([C:23](=[O:24])[c:25]4[cH:26][cH:27][cH:28][cH:29][cH:30]4)[cH:18][c:19]([CH3:22])[cH:20][cH:21]3)[cH:10][cH:11][n:12][c:13]2[cH:14]1.[K+:43].[K+:44].[OH2:45]>>[CH2:2]([CH2:3][O:4][c:5]1[c:6]([O:31][CH3:32])[cH:7][c:8]2[c:9]([O:15][c:16]3[c:17]([C:23](=[O:24])[c:25]4[cH:26][cH:27][cH:28][cH:29][cH:30]4)[cH:18][c:19]([CH3:22])[cH:20][cH:21]3)[cH:10][cH:11][n:12][c:13]2[cH:14]1)[N:38]1[CH2:33][CH2:34][O:35][CH2:36][CH2:37]1. Starting materials: ClC=CC(C(C)C)=O (1-chloro-4-methyl-1-penten-3-one), NC1=NNC=N1 (3-amino-1,2,4-triazole). The solvent is C(C)(=O)O (acetic acid). Yields the product CC(C)C1=CC=NC=2N1N=CN2 (7-(1-methylethyl)-1,2,4-triazolo[1,5-a]pyrimidine). As a reaction SMILES: Cl[CH:2]=[CH:3][C:4](=O)[CH:5]([CH3:7])[CH3:6].[NH2:9][C:10]1[N:14]=[CH:13][NH:12][N:11]=1>C(O)(=O)C>[CH3:6][CH:5]([C:4]1[N:11]2[N:12]=[CH:13][N:14]=[C:10]2[N:9]=[CH:2][CH:3]=1)[CH3:7]. Procedure: A mixture of 1-chloro-4-methyl-1-penten-3-one (5.83 g), 3-amino-1,2,4-triazole (3.69 g) and glacial acetic acid was heated under reflux for 1 hour and 30 minutes. The reaction mixture was poured onto ice and extracted with dichloromethane. The organic layer was dried over magnesium sulphate and the solvent was evaporated to give a product which was recrystallised from petroleum ether (b.p. 100°-140° C.), to give 7-(1-methylethyl)-1,2,4-triazolo[1,5-a]pyrimidine. Yield 4.18 g.